From a dataset of the Open Reaction Database (ORD), a public repository of structured organic reaction records. describe an organic reaction: reactants, conditions, products, and yield Procedure: Starting with 0.135 g (0.66 mmol) of 2,3-dihydro-7-hydroxy-8-propyl-4H-1-benzopyran-4-one, and 0.31 g (0.64 mmol) of 4-[(5-bromopentyl)oxy]-3-(3-ethoxy-3-oxopropyl)-δ-oxobenzenepentanoic acid ethyl ester, the title compound (0.190 g; 62.8% overall yield) was obtained as a white solid, mp 151°-153.5° C. (recrystallized from hexane-ethyl acetate), using the procedure of example 22. Isolated yield 53.5%. As a reaction SMILES: [OH:1][C:2]1[CH:12]=[CH:11][C:5]2[C:6](=[O:10])[CH2:7][CH2:8][O:9][C:4]=2[C:3]=1[CH2:13][CH2:14][CH3:15].C([O:18][C:19](=[O:45])[CH2:20][CH2:21][CH2:22][C:23](=[O:44])[C:24]1[CH:29]=[CH:28][C:27]([O:30][CH2:31][CH2:32][CH2:33][CH2:34][CH2:35]Br)=[C:26]([CH2:37][CH2:38][C:39]([O:41]CC)=[O:40])[CH:25]=1)C>CCCCCC.C(OCC)(=O)C>[C:39]([CH2:38][CH2:37][C:26]1[CH:25]=[C:24]([C:23](=[O:44])[CH2:22][CH2:21][CH2:20][C:19]([OH:45])=[O:18])[CH:29]=[CH:28][C:27]=1[O:30][CH2:31][CH2:32][CH2:33][CH2:34][CH2:35][O:1][C:2]1[CH:12]=[CH:11][C:5]2[C:6](=[O:10])[CH2:7][CH2:8][O:9][C:4]=2[C:3]=1[CH2:13][CH2:14][CH3:15])([OH:41])=[O:40] |f:2.3|. The product is C(=O)(O)CCC=1C=C(C=CC1OCCCCCOC1=C(C2=C(C(CCO2)=O)C=C1)CCC)C(CCCC(=O)O)=O (3-(2-Carboxyethyl)-4-[5-[(3,4-dihydro-4-oxo-8-propyl-2H-1-benzopyran-7-yl)oxy]pentyloxy]-δ-oxobenzenepentanoic Acid). Run in CCCCCC.C(C)(=O)OCC (hexane ethyl acetate). Starting materials: OC1=C(C2=C(C(CCO2)=O)C=C1)CCC (2,3-dihydro-7-hydroxy-8-propyl-4H-1-benzopyran-4-one), C(C)OC(CCCC(C1=CC(=C(C=C1)OCCCCCBr)CCC(=O)OCC)=O)=O (4-[(5-bromopentyl)oxy]-3-(3-ethoxy-3-oxopropyl)-δ-oxobenzenepentanoic acid ethyl ester).